From a dataset of the Open Reaction Database (ORD), a public repository of structured organic reaction records. describe an organic reaction: reactants, conditions, products, and yield Reactants: COC=1C=C(C=CC1OC)C1=NNC([C@H]2CC=CC[C@@H]12)=O ((cis)-4-(3,4-Dimethoxyphenyl)-4a,5,8,8a-tetrahydro-2H-phthalazin-1-one), Cl.N1=C(C=CC=C1)CCl (2-picolylchloride hydrochloride), compound 105. Product: COC=1C=C(C=CC1OC)C1=NN(C([C@H]2CC=CC[C@@H]12)=O)CC1=NC=CC=C1 ((cis)-4-(3,4-Dimethoxyphenyl)-2-(2-pyridylmethyl)-4a,5,8,8a-tetrahydro-2H-phthalazin-1-one). Reaction SMILES: [CH3:1][O:2][C:3]1[CH:4]=[C:5]([C:11]2[C@H:20]3[C@H:15]([CH2:16][CH:17]=[CH:18][CH2:19]3)[C:14](=[O:21])[NH:13][N:12]=2)[CH:6]=[CH:7][C:8]=1[O:9][CH3:10].Cl.[N:23]1[CH:28]=[CH:27][CH:26]=[CH:25][C:24]=1[CH2:29]Cl>>[CH3:1][O:2][C:3]1[CH:4]=[C:5]([C:11]2[C@H:20]3[C@H:15]([CH2:16][CH:17]=[CH:18][CH2:19]3)[C:14](=[O:21])[N:13]([CH2:29][C:24]3[CH:25]=[CH:26][CH:27]=[CH:28][N:23]=3)[N:12]=2)[CH:6]=[CH:7][C:8]=1[O:9][CH3:10] |f:1.2|. Procedure details: Prepared from compound 3 and 2-picolylchloride hydrochloride as described for compound 105. Crystallized from diethyl ether. M.p. 146°-147° C. Starting materials: C(C=C)#N (acrylonitrile), N (ammonia), aqueous solution, [OH-].[Na+] (NaOH), [OH-].[Na+] (NaOH), NCC(=O)O (glycine), aqueous solution, [OH-].[Na+] (NaOH), aqueous solution, [OH-].[Na+] (NaOH), C(C)O (ethanol), Cl (hydrochloric acid), C(CCCCCCCCCCCCC)(=O)Cl (tetradecanoyl chloride), aqueous solution, [OH-].[Na+] (NaOH), C(CCCCCCCCCCCCC)(=O)Cl (tetradecanoyl chloride). The solvent is CC(=O)C (acetone), O (water). Run at temperature 45 celsius. Product: NCC(=O)O (glycine), C(=O)(O)CCN(CC(=O)O)C(CCCCCCCCCCCCC)=O (N-carboxyethyl-N-tetradecanoylglycine). As a reaction SMILES: [NH2:1][CH2:2][C:3]([OH:5])=[O:4].[OH-:6].[Na+].[C:8](#N)[CH:9]=[CH2:10].[C:12](Cl)(=[O:26])[CH2:13][CH2:14][CH2:15][CH2:16][CH2:17][CH2:18][CH2:19][CH2:20][CH2:21][CH2:22][CH2:23][CH2:24][CH3:25].[NH3:28].Cl.C([OH:32])C>CC(C)=O.O>[NH2:1][CH2:2][C:3]([OH:5])=[O:4].[C:8]([CH2:9][CH2:10][N:28]([C:12](=[O:26])[CH2:13][CH2:14][CH2:15][CH2:16][CH2:17][CH2:18][CH2:19][CH2:20][CH2:21][CH2:22][CH2:23][CH2:24][CH3:25])[CH2:2][C:3]([OH:5])=[O:4])([OH:32])=[O:6] |f:1.2|. Procedure details: 50.01 g (0.6662 mol) of glycine and 100 ml of an aqueous solution of 26.68 g (0.667 mol) of NaOH were fed into a 2Λ four-necked flask equipped with a stirrer, a thermometer and a dropping funnel, and heated while stirring. Then, 37.23 g (0.7017 mol) of acrylonitrile was dropwise added to this solution over a period of about 20 minutes while stirring. During the dropwise addition, the reaction system was maintained at a temperature of from 40 to 50° C. After the completion of the dropwise additio...